The task is: describe an organic reaction: reactants, conditions, products, and yield. This data is from the Open Reaction Database (ORD), a public repository of structured organic reaction records. The reactants are ClC=1C(=NOC1C1=CC=C(C=C1)C(F)(F)F)C(=O)N[C@H]1CC(CC1)=O ((R)-4-chloro-N-(3-oxocyclopentyl)-5-(4-(trifluoromethyl)phenyl) isoxazole-3-carboxamide), Cl.NO (hydroxylamine hydrochloride), C([O-])(O)=O.[Na+] (sodium bicarbonate). Solvent: C(C)O (ethanol), C(C)O.ClCCl (ethanol dichloromethane). Yields the product ClC=1C(=NOC1C1=CC=C(C=C1)C(F)(F)F)C(=O)N[C@H]1CC(CC1)=NO ((R)-4-Chloro-N-(3-(hydroxyimino)cyclopentyl)-5-(4-(trifluoromethyl)phenyl)isoxazole-3-carboxamide). As a reaction SMILES: [Cl:1][C:2]1[C:3]([C:17]([NH:19][C@@H:20]2[CH2:24][CH2:23][C:22](=O)[CH2:21]2)=[O:18])=[N:4][O:5][C:6]=1[C:7]1[CH:12]=[CH:11][C:10]([C:13]([F:16])([F:15])[F:14])=[CH:9][CH:8]=1.Cl.[NH2:27][OH:28].C(=O)(O)[O-].[Na+]>C(O)C.C(O)C.ClCCl>[Cl:1][C:2]1[C:3]([C:17]([NH:19][C@@H:20]2[CH2:24][CH2:23][C:22](=[N:27][OH:28])[CH2:21]2)=[O:18])=[N:4][O:5][C:6]=1[C:7]1[CH:12]=[CH:11][C:10]([C:13]([F:14])([F:16])[F:15])=[CH:9][CH:8]=1 |f:1.2,3.4,6.7|. Procedure: A suspension of (R)-4-chloro-N-(3-oxocyclopentyl)-5-(4-(trifluoromethyl)phenyl) isoxazole-3-carboxamide (20 mg, 0.054 mmol), hydroxylamine hydrochloride (5 mg, 0.064 mmol), and sodium bicarbonate (7 mg, 0.083 mmol) in ethanol (2 mL) was heated to reflux overnight. The reaction mixture was diluted with ethanol/dichloromethane, filtered through a cotton plug and evaporated in vacuo. Purification by silica gel chromatography, eluting with 8% methanol in dichloromethane gave the title compound as a ... Reactants: NC1=CC=CC=C1 (aniline), CC1=C(C=CC(=C1C)I)N=C=S (2,3-dimethyl-4-iodophenyl isothiocyanate), CC1=C(N)C=CC=C1C (2,3-Dimethylaniline), CC1=C(N)C=CC(=C1C)I (2,3-dimethyl-4-iodoaniline), OCCN (2-hydroxyethylamine), O=S(Cl)Cl (SOCl2). Product: NC1(CCCC1)CO (1-Amino-1-(hydroxymethyl)cyclopentane), Cl.NC1(CCCC1)CCl (1-amino-1-(chloromethyl)cyclopentane HCl salt). Reaction SMILES: C[C:2]1[C:8](C)=[CH:7][CH:6]=[CH:5][C:3]=1[NH2:4].C[C:11]1[C:17](C)=[C:16](I)[CH:15]=[CH:14][C:12]=1[NH2:13].NC1C=CC=CC=1.CC1C(C)=C(I)C=CC=1N=C=S.[OH:39]CCN.O=S(Cl)[Cl:45]>>[NH2:4][C:3]1([CH2:2][OH:39])[CH2:5][CH2:6][CH2:7][CH2:8]1.[ClH:45].[NH2:13][C:12]1([CH2:11][Cl:45])[CH2:14][CH2:15][CH2:16][CH2:17]1 |f:7.8|. Reported procedure: 2,3-Dimethylaniline was converted to 2,3-dimethyl-4-iodoaniline according to Method A5a. The aniline was converted to 2,3-dimethyl-4-iodophenyl isothiocyanate according to Method A2a, Step 3. 1-Amino-1-(hydroxymethyl)cyclopentane was synthesized as described in Method B1c. The 2-hydroxyethylamine was reacted with SOCl2 according to Method B7e to give 1-amino-1-(chloromethyl)cyclopentane HCl salt. The 2-chloroethylamine was reacted with 2,3-dimethyl-4-iodophenyl isothiocyanate according to Method... Reactants: CCO, N#Cc1cnc2ccc([N+](=O)[O-])cc2c1Nc1cccc(C(F)(F)F)c1, [Na+], O=C([O-])O, O. Product: N#Cc1cnc2ccc(N)cc2c1Nc1cccc(C(F)(F)F)c1. RXN SMILES: [CH3:33][CH2:34][OH:35].[N+:1]([O-:2])(=[O:3])[c:4]1[cH:5][c:6]2[c:7]([NH:16][c:17]3[cH:18][c:19]([C:23]([F:24])([F:25])[F:26])[cH:20][cH:21][cH:22]3)[c:8]([C:14]#[N:15])[cH:9][n:10][c:11]2[cH:12][cH:13]1.[Na+:32].[O-:28][C:29]([OH:30])=[O:31].[OH2:27]>>[NH2:1][c:4]1[cH:5][c:6]2[c:7]([NH:16][c:17]3[cH:18][c:19]([C:23]([F:24])([F:25])[F:26])[cH:20][cH:21][cH:22]3)[c:8]([C:14]#[N:15])[cH:9][n:10][c:11]2[cH:12][cH:13]1. Starting materials: ClC=1C=NC=C(C1N1CCC(CC1)S(=O)(=O)N1CCN(CC1)C)F (1-[[1-(3-chloro-5-fluoro-4-pyridyl)-4-piperidyl]sulfonyl]-4-methyl-piperazine), C(=O)(C(F)(F)F)O (TFA), C(N)(OC(C)(C)C)=O (Tert-butyl carbamate), CC(C)([O-])C.[Na+] (sodium tert-butoxide), CC(C)C1=CC(=C(C(=C1)C(C)C)C2=C(C=CC(=C2P(C3CCCCC3)C4CCCCC4)OC)OC)C(C)C (BrettPhos). The reagents and catalysts are CC(C)C1=CC(=C(C(=C1)C(C)C)C2=C(C=CC(=C2P(C3CCCCC3)C4CCCCC4)OC)OC)C(C)C (BrettPhos). The solvent is C(Cl)Cl (DCM), C1(=CC=CC=C1)C (toluene). Reaction conditions: temperature 80 celsius, time 2 hour. Yields the product FC=1C(=C(C=NC1)N)N1CCC(CC1)S(=O)(=O)N1CCN(CC1)C (5-fluoro-4-(4-((4-methylpiperazin-1-yl)sulfonyl)piperidin-1-yl)pyridin-3-amine). As a reaction SMILES: C(=O)(OC(C)(C)C)[NH2:2].CC(C)([O-])C.[Na+].CC(C1C=C(C(C)C)C(C2C(P(C3CCCCC3)C3CCCCC3)=C(OC)C=CC=2OC)=C(C(C)C)C=1)C.Cl[C:54]1[CH:55]=[N:56][CH:57]=[C:58]([F:76])[C:59]=1[N:60]1[CH2:65][CH2:64][CH:63]([S:66]([N:69]2[CH2:74][CH2:73][N:72]([CH3:75])[CH2:71][CH2:70]2)(=[O:68])=[O:67])[CH2:62][CH2:61]1.C(O)(C(F)(F)F)=O>CC(C1C=C(C(C)C)C(C2C(P(C3CCCCC3)C3CCCCC3)=C(OC)C=CC=2OC)=C(C(C)C)C=1)C.C1(C)C=CC=CC=1.C(Cl)Cl>[F:76][C:58]1[C:59]([N:60]2[CH2:65][CH2:64][CH:63]([S:66]([N:69]3[CH2:74][CH2:73][N:72]([CH3:75])[CH2:71][CH2:70]3)(=[O:68])=[O:67])[CH2:62][CH2:61]2)=[C:54]([NH2:2])[CH:55]=[N:56][CH:57]=1 |f:1.2|. Procedure details: Tert-butyl carbamate (211.3 mg, 1.804 mmol), sodium tert-butoxide (173.4 mg, 1.804 mmol), BrettPhos Pre-catalyst (143.7 mg, 0.1804 mmol) and BrettPhos (96.83 mg, 0.1804 mmol) were degassed by vacuum/nitrogen cycles (×5). A solution of 1-[[1-(3-chloro-5-fluoro-4-pyridyl)-4-piperidyl]sulfonyl]-4-methyl-piperazine (340 mg, 0.9022 mmol) in dry toluene (9.884 mL) was added and the resulting mixture was heated to 80° C. After 5 minutes at 80° C. the reaction was cooled to RT and partitioned between et... The reactants are C1(CC1)N1C=C(C(C2=CC(=C(C(=C12)OC)N1CC(NCC1)C)F)=O)C(=O)O (1-cyclopropyl-7-(3-methyl-1-piperazinyl)-6-fluoro-8-methoxy-1,4-dihydro-4-oxo-3-quinolinecarboxylic acid), S(O)(O)(=O)=O (sulfuric acid). The product is S(=O)(=O)([O-])[O-] (sulfate), CC1CN(CCN1)C2=C(C=C3C(=C2OC)N(C=C(C3=O)C(=O)O)C4CC4)F (gatifloxacin). RXN SMILES: [CH:1]1([N:4]2[C:13]3[C:8](=[CH:9][C:10]([F:23])=[C:11]([N:16]4[CH2:21][CH2:20][NH:19][CH:18]([CH3:22])[CH2:17]4)[C:12]=3[O:14][CH3:15])[C:7](=[O:24])[C:6]([C:25]([OH:27])=[O:26])=[CH:5]2)[CH2:3][CH2:2]1.[S:28](=[O:32])(=[O:31])([OH:30])[OH:29]>>[S:28]([O-:32])([O-:31])(=[O:30])=[O:29].[CH3:22][CH:18]1[NH:19][CH2:20][CH2:21][N:16]([C:11]2[C:12]([O:14][CH3:15])=[C:13]3[N:4]([CH:1]4[CH2:3][CH2:2]4)[CH:5]=[C:6]([C:25]([OH:27])=[O:26])[C:7](=[O:24])[C:8]3=[CH:9][C:10]=2[F:23])[CH2:17]1. Procedure details: A method of treating an industrial waste liquor containing 1-cyclopropyl-7-(3-methyl-1-piperazinyl)-6-fluoro-8-methoxy-1,4-dihydro-4-oxo-3-quinolinecarboxylic acid (gatifloxacin), comprising adding aqueous sulfuric acid to said liquor to form a sulfate of said gatifloxacin, and/or a hydrate of said sulfate; and the sulfate, and/or hydrate of said sulfate, made by said method.